The task is: describe an organic reaction: reactants, conditions, products, and yield. This data is from the Open Reaction Database (ORD), a public repository of structured organic reaction records. The reactants are CuBr, IC1=CC(=CC=C1)C(F)(F)F (1-iodo-3-(trifluoromethyl)benzene), N1C=CC2=CC(=CC=C12)CN1CCC(CC1)C=1C=C(C=CC1)NC(C(C)C)=O (N-{3-[1-(1H-indol-5-ylmethyl)-4-piperidinyl]phenyl}-2-methylpropanamide). Yields the product CC(C(=O)NC1=CC(=CC=C1)C1CCN(CC1)CC=1C=C2C=CN(C2=CC1)C1=CC(=CC=C1)C(F)(F)F)C (2-METHYL-N-{3-[1-({1-[3-(TRIFLUOROMETHYL)PHENYL]-1H-INDOL-5-YL}METHYL)-4-PIPERIDINYL]PHENYL}PROPANAMIDE). Reaction SMILES: I[C:2]1[CH:7]=[CH:6][CH:5]=[C:4]([C:8]([F:11])([F:10])[F:9])[CH:3]=1.[NH:12]1[C:20]2[C:15](=[CH:16][C:17]([CH2:21][N:22]3[CH2:27][CH2:26][CH:25]([C:28]4[CH:29]=[C:30]([NH:34][C:35](=[O:39])[CH:36]([CH3:38])[CH3:37])[CH:31]=[CH:32][CH:33]=4)[CH2:24][CH2:23]3)=[CH:18][CH:19]=2)[CH:14]=[CH:13]1>>[CH3:37][CH:36]([CH3:38])[C:35]([NH:34][C:30]1[CH:31]=[CH:32][CH:33]=[C:28]([CH:25]2[CH2:24][CH2:23][N:22]([CH2:21][C:17]3[CH:16]=[C:15]4[C:20](=[CH:19][CH:18]=3)[N:12]([C:2]3[CH:7]=[CH:6][CH:5]=[C:4]([C:8]([F:11])([F:10])[F:9])[CH:3]=3)[CH:13]=[CH:14]4)[CH2:27][CH2:26]2)[CH:29]=1)=[O:39]. Procedure details: Prepared by Procedure C and Scheme Q1, with CuBr in place of Cu, using 1-iodo-3-(trifluoromethyl)benzene and N-{3-[1-(1H-indol-5-ylmethyl)-4-piperidinyl]phenyl}-2-methylpropanamide: 1H NMR (400 MHz, CDCl3) δ 7.80–6.94 (m, 12H), 6.69 (d, 1H, J=3.6 Hz), 3.36 (s, 2H), 3.10–3.00 (m, 2H), 2.58–2.42 (m, 2H), 2.16–2.02 (m, 2H), 1.85–1.75 (m, 4H), 1.25 (d, 6H, J=7.2 Hz); ESMS m/e: 520.2 (M+H)+. The reactants are [Li+].[OH-] (LiOH), CNC1=CC=CC(=N1)CCOC1=CC2=C(C[C@H](C(N(C2)CCC2=CC=CC=C2)=O)CC(=O)OC)C=C1 (methyl (S)-8-[2-[6-(methylamino)pyridin-2-yl]ethoxy]-3-oxo-2-(2-phenylethyl)-2,3,4,5-tetrahydro-1H-2-benzazepine-4-acetate). Run in C1CCOC1 (THF), O (H2O). Run at time 18 hour. The product is CNC1=CC=CC(=N1)CCOC1=CC2=C(C[C@H](C(N(C2)CCC2=CC=CC=C2)=O)CC(=O)O)C=C1 ((S)-8-[2-[6-(Methylamino)pyridin-2-yl]ethoxy]-3-oxo-2-(2-phenylethyl)-2,3,4,5-tetrahydro-1H-2-benzazepine-4-acetic acid). Isolated yield 55.5%. Reaction SMILES: [Li+].[OH-].[CH3:3][NH:4][C:5]1[N:10]=[C:9]([CH2:11][CH2:12][O:13][C:14]2[CH:38]=[CH:37][C:17]3[CH2:18][C@@H:19]([CH2:32][C:33]([O:35]C)=[O:34])[C:20](=[O:31])[N:21]([CH2:23][CH2:24][C:25]4[CH:30]=[CH:29][CH:28]=[CH:27][CH:26]=4)[CH2:22][C:16]=3[CH:15]=2)[CH:8]=[CH:7][CH:6]=1>C1COCC1.O>[CH3:3][NH:4][C:5]1[N:10]=[C:9]([CH2:11][CH2:12][O:13][C:14]2[CH:38]=[CH:37][C:17]3[CH2:18][C@@H:19]([CH2:32][C:33]([OH:35])=[O:34])[C:20](=[O:31])[N:21]([CH2:23][CH2:24][C:25]4[CH:30]=[CH:29][CH:28]=[CH:27][CH:26]=4)[CH2:22][C:16]=3[CH:15]=2)[CH:8]=[CH:7][CH:6]=1 |f:0.1|. Procedure: 1.0N LiOH (0.62 mL, 0.62 mmole) was added to a solution of methyl (S)-8-[2-[6-(methylamino)pyridin-2-yl]ethoxy]-3-oxo-2-(2-phenylethyl)-2,3,4,5-tetrahydro-1H-2-benzazepine-4-acetate (250 mg, 0.51 mmole) in THF (2.5 mL) and H2O (1.9 mL) at 0°0 C., and the reaction was allowed to stir at RT for 18 hr. The mixture was washed with Et2O (2×5 mL) then a mild vacuum was applied to remove residual organic solvents. The aqueous layer was passed through a 0.45 μm Acrodisk filter then was carefully acidifi... The reactants are CCCCC(CC)C(=O)Cl, Cc1ccc(C2C(=O)CC(C)(C)CC2=O)c(C)c1, ClC(Cl)Cl, c1ccncc1. The product is CCCCC(CC)C(=O)OC1=C(c2ccc(C)cc2C)C(=O)CC(C)(C)C1. As a reaction SMILES: [CH2:25]([CH3:26])[CH:27]([C:28](=[O:29])[Cl:30])[CH2:31][CH2:32][CH2:33][CH3:34].[CH3:1][c:2]1[c:3]([CH:9]2[C:10](=[O:18])[CH2:11][C:12]([CH3:16])([CH3:17])[CH2:13][C:14]2=[O:15])[cH:4][cH:5][c:6]([CH3:8])[cH:7]1.[CH:35]([Cl:36])([Cl:37])[Cl:38].[cH:19]1[cH:20][cH:21][n:22][cH:23][cH:24]1>>[CH3:1][c:2]1[c:3]([C:9]2=[C:10]([O:18][C:28]([CH:27]([CH2:25][CH3:26])[CH2:31][CH2:32][CH2:33][CH3:34])=[O:29])[CH2:11][C:12]([CH3:16])([CH3:17])[CH2:13][C:14]2=[O:15])[cH:4][cH:5][c:6]([CH3:8])[cH:7]1. Reactants: CCCCCCCCCCCCCCCC(=O)Cl, ClCCl, CCOC(=O)c1ccc(N)c(F)c1. Product: CCCCCCCCCCCCCCCC(=O)Nc1ccc(C(=O)OCC)cc1F. As a reaction SMILES: [C:1]([CH2:2][CH2:3][CH2:4][CH2:5][CH2:6][CH2:7][CH2:8][CH2:9][CH2:10][CH2:11][CH2:12][CH2:13][CH2:14][CH2:15][CH3:16])(=[O:17])[Cl:18].[CH2:32]([Cl:33])[Cl:34].[NH2:19][c:20]1[c:21]([F:31])[cH:22][c:23]([C:24](=[O:25])[O:26][CH2:27][CH3:28])[cH:29][cH:30]1>>[C:1]([CH2:2][CH2:3][CH2:4][CH2:5][CH2:6][CH2:7][CH2:8][CH2:9][CH2:10][CH2:11][CH2:12][CH2:13][CH2:14][CH2:15][CH3:16])(=[O:17])[NH:19][c:20]1[c:21]([F:31])[cH:22][c:23]([C:24](=[O:25])[O:26][CH2:27][CH3:28])[cH:29][cH:30]1. The reactants are COC(CC(SCC(CCCCC)(C)O)C(=O)O)=O (6-hydroxy-3-hydroxycarbonyl-6-methyl-4-thiaundecanoic acid methyl ester), α,α-dipyridyl disulphide, C1(=CC=CC=C1)P(C1=CC=CC=C1)C1=CC=CC=C1 (triphenyl phosphine). Run in C=1(C(=CC=CC1)C)C (xylene). Yields the product C(CCCC)C1(CSC(C(O1)=O)CC(=O)O)C (6-pentyl-6-methyl-2-oxo-1,4-oxathiane-3-acetic acid). As a reaction SMILES: C[O:2][C:3](=[O:19])[CH2:4][CH:5]([C:16]([OH:18])=[O:17])[S:6][CH2:7][C:8](O)([CH3:14])[CH2:9][CH2:10][CH2:11][CH2:12][CH3:13].C1(P(C2C=CC=CC=2)C2C=CC=CC=2)C=CC=CC=1>C1(C)C(C)=CC=CC=1>[CH2:9]([C:8]1([CH3:14])[O:17][C:16](=[O:18])[CH:5]([CH2:4][C:3]([OH:2])=[O:19])[S:6][CH2:7]1)[CH2:10][CH2:11][CH2:12][CH3:13]. Procedure details: 2.7 g of 6-hydroxy-3-hydroxycarbonyl-6-methyl-4-thiaundecanoic acid methyl ester is boiled with 3.3 g of α,α-dipyridyl disulphide and 5.4 g of triphenyl phosphine for 5 hours in 105 ml of xylene. After the usual working up, 6-pentyl-6-methyl-2-oxo-1,4-oxathiane-3-acetic acid is obtained